From a dataset of the Open Reaction Database (ORD), a public repository of structured organic reaction records. describe an organic reaction: reactants, conditions, products, and yield Reactants: [H-].[K+] (Potassium hydride), ClC1=NC2=C(N1)C=CC=C2C (2-chloro-4-methyl-1H-benzimidazole), ClC(=O)OC (Methyl chloroformate). The solvent is C1CCOC1 (THF). Reaction conditions: time 10 minute. Yields the product ClC1=NC2=C(N1C(=O)OC)C=CC=C2C (Methyl 2-chloro-4-methyl-1H-benzimidazole-1-carboxylate). Isolated yield 101.1%. Reaction SMILES: [H-].[K+].[Cl:3][C:4]1[NH:8][C:7]2[CH:9]=[CH:10][CH:11]=[C:12]([CH3:13])[C:6]=2[N:5]=1.Cl[C:15]([O:17][CH3:18])=[O:16]>C1COCC1>[Cl:3][C:4]1[N:8]([C:15]([O:17][CH3:18])=[O:16])[C:7]2[CH:9]=[CH:10][CH:11]=[C:12]([CH3:13])[C:6]=2[N:5]=1 |f:0.1|. Procedure details: Potassium hydride (0.85 g of 35% in oil, washed with ether to remove oil, 7.4 mmol) was added to a stirred solution of 2-chloro-4-methyl-1H-benzimidazole (1.23 g, 7.4 mmol) in THF (25 mL). Methyl chloroformate (0.7 g, 7.4 mmol) was added and the reaction was stirred 10 minutes. The solvent was removed and the material was partitioned between ethyl acetate and water. Evaporation of the organic layer gave 1.68 g of white solid. Crystallization from hexane gave 1.42 g of white crystals, mp 90°-91° ... The reactants are CNCC[C@@H](C1=CC=CS1)OC=2C=CC=C3C2C=CC=C3 (duloxetine), Cl (hydrochloric acid), CNCC[C@@H](C1=CC=CS1)OC=2C=CC=C3C2C=CC=C3 (duloxetine), C(C)(=O)Cl (acetyl chloride), [OH-].[Na+] (NaOH). Run in CC(=O)C (acetone), C(C)(C)O (isopropyl alcohol), C(C)(C)O (isopropyl alcohol), C(C)(C)O (isopropyl alcohol). Reaction conditions: temperature 50 celsius. Yields the product Cl (hydrochloride), Cl.CNCC[C@@](C=1SC=CC1)(OC1=CC=CC2=CC=CC=C12)C ((S)-(+)-N-methyl-3-methyl-3-(1-naphthyloxy)-3-(2-thienyl)propylamine hydrochloride). As a reaction SMILES: [CH3:1][NH:2][CH2:3][CH2:4][C@H:5]([O:11][C:12]1[CH:13]=[CH:14][CH:15]=[C:16]2[CH:21]=[CH:20][CH:19]=[CH:18][C:17]=12)[C:6]1[S:10][CH:9]=[CH:8][CH:7]=1.[C:22]([Cl:25])(=O)C.[ClH:26].[OH-].[Na+]>C(O)(C)C.CC(C)=O>[ClH:25].[ClH:26].[CH3:1][NH:2][CH2:3][CH2:4][C@:5]([CH3:22])([O:11][C:12]1[C:17]2[C:16](=[CH:21][CH:20]=[CH:19][CH:18]=2)[CH:15]=[CH:14][CH:13]=1)[C:6]1[S:10][CH:9]=[CH:8][CH:7]=1 |f:3.4,8.9|. Procedure details: The crude wet duloxetine free base (205.0 g) and an acetone (anti-solvent)(600.0 g) were charged in a 4-neck round flask and heated to a temperature of 50° C. while stirring. To another 4-neck round flask, isopropyl alcohol (IPA) (200.0 g) was charged, and the temperature was set to about 0 to about 5° C. while stirring. Fresh hydrochloride was prepared by dropping acetyl chloride (48.0 g) slowly to the isopropyl alcohol solution and stirring the reaction for one hour at a temperature of about 1...